This data is from the Open Reaction Database (ORD), a public repository of structured organic reaction records. The task is: describe an organic reaction: reactants, conditions, products, and yield Conditions: temperature 142.5 celsius, time 20 minute. Starting materials: ClC=1C(=NC=CC1)C(C(=O)OCC)C(=O)OCC (diethyl (3-chloro-2-pyridyl)malonate), CS(=O)C (dimethyl sulfoxide), [Cl-].[Na+] (sodium chloride). Yield: 94.5%. Procedure details: 3.70 g of diethyl (3-chloro-2-pyridyl)malonate and 15 ml of dimethyl sulfoxide were mixed. To the mixture was added 0.95 g of sodium chloride and 0.49 g of water. The mixture was stirred for about 20 minutes at an inner temperature of 135 to 150° C. The reaction mixture was allowed to cool to room temperature, then, water was added to the reaction mixture, and extracted with ethyl acetate. After liquid separation, the organic layer was washed with saturated brine twice, and dried over anhydrous ... Product: ClC=1C(=NC=CC1)CC(=O)OCC (ethyl (3-chloro-2-pyridyl)acetate). Reaction SMILES: [Cl:1][C:2]1[C:3]([CH:8](C(OCC)=O)[C:9]([O:11][CH2:12][CH3:13])=[O:10])=[N:4][CH:5]=[CH:6][CH:7]=1.CS(C)=O.[Cl-].[Na+]>O>[Cl:1][C:2]1[C:3]([CH2:8][C:9]([O:11][CH2:12][CH3:13])=[O:10])=[N:4][CH:5]=[CH:6][CH:7]=1 |f:2.3|. The solvent is O (water), O (water). Starting materials: CC(C)([O-])C.[K+] (potassium t-butoxide), C(=O)(OCC)C(C)N1CC(CCC1)CCC(=O)OCC (1-carboethoxyethyl-3-carboethoxyethylpiperidine), Cl (hydrochloric acid). Run in C1(=CC=CC=C1)C (toluene), C1(=CC=CC=C1)C (toluene). Reaction conditions: time 1 hour. Yields the product N12CCC(C(CCC1)C2)=O (1-Azabicyclo[3.3.1]nonan-4-one), semi-solid. Reaction SMILES: CC(C)([O-:4])C.[K+].C(C([N:14]1[CH2:19][CH2:18][CH2:17][CH:16]([CH2:20][CH2:21][C:22](OCC)=O)[CH2:15]1)C)(OCC)=O.Cl>C1(C)C=CC=CC=1>[N:14]12[CH2:15][CH:16]([CH2:17][CH2:18][CH2:19]1)[C:20](=[O:4])[CH2:21][CH2:22]2 |f:0.1|. Reported procedure: Anhydrous potassium t-butoxide (45.8 g) in anhydrous toluene (1.0 dm3) was heated at reflux and 1-carboethoxyethyl-3-carboethoxyethylpiperidine (35.0 g) in toluene (250 ml) was added over 2 hours. Reflux was maintained for a further 4 hours before cooling to room temperature and concentrated hydrochloric acid (300 ml) was added. The mixture was stirred for 1 hour, then the organic layer was separated and extracted with concentrated hydrochloric acid (225 ml×4). The combined acid extracts were he... Starting materials: NC1=C(C2=C(S1)CCCC2)C(=O)N (2-amino-4,5,6,7-tetrahydrobenzo[b]thiophene-3-carboxamide), product, [O-]CC.[Na+] (sodium ethoxide), C(C)(=O)O (acetic acid), diethyl oxylate, Cl (hydrochloric acid). The reagents and catalysts are [Na] (sodium). Solvent: C(C)O (ethanol), C(C)O (ethanol), O (water), O (water). Product: NC(=O)C=1C2=C(SC1NC(C(=O)O)=O)CCCC2 (N-[3-(AMINOCARBONYL)-4,5,6,7-TETRAHYDROBENZO[b]THIEN-2-YL]OXAMIC ACID). Reaction SMILES: [NH2:1][C:2]1[S:6][C:5]2[CH2:7][CH2:8][CH2:9][CH2:10][C:4]=2[C:3]=1[C:11]([NH2:13])=[O:12].[O-:14]CC.[Na+].[C:18]([OH:21])(=[O:20])[CH3:19].Cl>[Na].O.C(O)C>[NH2:13][C:11]([C:3]1[C:4]2[CH2:10][CH2:9][CH2:8][CH2:7][C:5]=2[S:6][C:2]=1[NH:1][C:19](=[O:14])[C:18]([OH:21])=[O:20])=[O:12] |f:1.2,^1:22|. Procedure details: A suspension of 392 g. (2.0 mole) of 2-amino-4,5,6,7-tetrahydrobenzo[b]thiophene-3-carboxamide and 321.2 g. (2.2 mole) of diethyl oxylate in 5 l. of absolute ethanol is added to a solution of sodium ethoxide, prepared from 50.6 g. (2.2 g. atoms) of sodium, in 2 l. of absolute ethanol under nitrogen. The mixture is stirred with heating at the reflux temperature for 6 hrs. and then refrigerated overnight. It is then diluted with stirring to 15 l. with cool water. A finely divided precipitate forms... Reactants: ClC=1C(=NC=NC1O)CC (5-chloro-4-ethyl-6-hydroxypyrimidine), P(=O)(Cl)(Cl)Cl (phosphoryl chloride). Conditions: temperature 100 celsius, time 80 minute. The product is ClC1=NC=NC(=C1Cl)CC (4,5-dichloro-6-ethylpyrimidine). Run in C1(=CC=CC=C1)C (toluene). Reported procedure: A mixture of 3.19 g (0.020 mol) of 5-chloro-4-ethyl-6-hydroxypyrimidine, 15.33 g (0.10 mol) of phosphoryl chloride and 45 g of toluene was heated to 100° C. and stirred at this temperature for 80 minutes. The excess phosphoryl chloride and the toluene were distilled off and the residue was mixed with 30 ml of dichloromethane and 20 ml of water. The mixture was refluxed after 30 minutes, extracted with 3×30 ml of dichloromethane and dried on sodium sulfate. The dichloromethane solution was evapor... As a reaction SMILES: [Cl:1][C:2]1[C:3]([CH2:9][CH3:10])=[N:4][CH:5]=[N:6][C:7]=1O.P(Cl)(Cl)([Cl:13])=O>C1(C)C=CC=CC=1>[Cl:13][C:7]1[C:2]([Cl:1])=[C:3]([CH2:9][CH3:10])[N:4]=[CH:5][N:6]=1. The reactants are FB(F)F, [BH4-], CO, Cc1ccccc1, CC(C)=O, CCOC(=O)C1c2ccccc2Oc2ccc(Cl)cc2C1C[N+](=O)[O-], [Na+], C1CCOC1, C1CCOC1, O. Yields the product O=[N+]([O-])CC1c2cc(Cl)ccc2Oc2ccccc2C1CO. As a reaction SMILES: [B:38]([F:39])([F:40])[F:41].[BH4-:31].[CH3:42][OH:43].[CH3:44][c:45]1[cH:46][cH:47][cH:48][cH:49][cH:50]1.[CH3:52][C:53](=[O:54])[CH3:55].[Cl:1][c:2]1[cH:3][c:4]2[c:5]([cH:24][cH:25]1)[O:6][c:7]1[c:8]([cH:20][cH:21][cH:22][cH:23]1)[CH:9]([C:15](=[O:16])[O:17][CH2:18][CH3:19])[CH:10]2[CH2:11][N+:12](=[O:13])[O-:14].[Na+:32].[O:26]1[CH2:27][CH2:28][CH2:29][CH2:30]1.[O:33]1[CH2:34][CH2:35][CH2:36][CH2:37]1.[OH2:51]>>[Cl:1][c:2]1[cH:3][c:4]2[c:5]([cH:24][cH:25]1)[O:6][c:7]1[c:8]([cH:20][cH:21][cH:22][cH:23]1)[CH:9]([CH2:15][OH:16])[CH:10]2[CH2:11][N+:12](=[O:13])[O-:14]. Starting materials: ice methanol, C(C)(C)[N-]C(C)C.[Li+] (Lithium diisopropylamide), C(CCC)[Li] (n-butyl lithium), FC1=CC=C(OC2=CC=C(O2)C#C)C=C1 (2-[5-(4-fluorophenoxy)-2-furyl]-ethyne), C(C)(C)NC(C)C (diisopropylamine), C(C)=O (acetaldehyde). Run in C1CCOC1 (THF), C1CCOC1 (THF). Run at time 0.5 hour. The product is FC1=CC=C(OC2=CC=C(O2)C#CC(C)O)C=C1 (4-[5-(4-fluorophenoxy)-2-furyl]-3-butyne-2-ol). The yield is 80.6%. RXN SMILES: C([N-]C(C)C)(C)C.[Li+].C([Li])CCC.C(NC(C)C)(C)C.[F:21][C:22]1[CH:35]=[CH:34][C:25]([O:26][C:27]2[O:31][C:30]([C:32]#[CH:33])=[CH:29][CH:28]=2)=[CH:24][CH:23]=1.[CH:36](=[O:38])[CH3:37]>C1COCC1>[F:21][C:22]1[CH:35]=[CH:34][C:25]([O:26][C:27]2[O:31][C:30]([C:32]#[C:33][CH:36]([OH:38])[CH3:37])=[CH:29][CH:28]=2)=[CH:24][CH:23]=1 |f:0.1|. Procedure details: Lithium diisopropylamide was generated by the addition of n-butyl lithium (14.2 mL, 35,4 mmol, 2.5M in hexanes) to a stirred -78° C. THF (100 mL) solution as of diisopropylamine (3.58 g, 35.4 mmol) followed by warming to -5° C. (ice/methanol) and stirring for 0.5 hours. To this stirred solution was added the 2-[5-(4-fluorophenoxy)-2-furyl]-ethyne (6.5 g, 32.2 mmol) prepared in step 3 as a THF solution via syringe. The reaction was stirred 0.5 hours and acetaldehyde (3.11 g, 70.8 mmol) was added ... Starting materials: [H-].[Li+] (LiH), IC (iodomethane), ClC1=CC=C2C(=C1)NC(C21C(NC(CC1C1=CC(=CC=C1)Cl)=O)C1=C(C=CC(=C1)F)C)=O.COC(C)[Si](C)(C)C (racemic (2′R,3R,4′S)-6-chloro-4′-(3-chlorophenyl)-2′-(5-fluoro-2-methylphenyl)-2,3-dihydro-2,6′-dioxospiro[indole-3,3′-piperidine] 1-methoxyethyl trimethylsilane). Run in CN(C=O)C (N,N-dimethyl-formamide). Product: ClC1=CC=C2C(=C1)NC(C21C(N(C(CC1C1=CC(=CC=C1)Cl)=O)C)C1=C(C=CC(=C1)F)C)=O.COC(C)[Si](C)(C)C (racemic (2′R,3R,4′S)-6-chloro-4′-(3-chlorophenyl)-2′-(5-fluoro-2-methylphenyl)-2,3-dihydro-1′-methyl-2,6′-dioxospiro[indole-3,3′-piperidine] 1-methoxyethyl trimethylsilane). Yield: 104.0%. Reaction SMILES: [Cl:1][C:2]1[CH:7]=[C:6]2[NH:8][C:9](=[O:32])[C:10]3([CH:15]([C:16]4[CH:21]=[CH:20][CH:19]=[C:18]([Cl:22])[CH:17]=4)[CH2:14][C:13](=[O:23])[NH:12][CH:11]3[C:24]3[CH:29]=[C:28]([F:30])[CH:27]=[CH:26][C:25]=3[CH3:31])[C:5]2=[CH:4][CH:3]=1.[CH3:33][O:34][CH:35]([Si:37]([CH3:40])([CH3:39])[CH3:38])[CH3:36].[H-].[Li+].IC>CN(C)C=O>[Cl:1][C:2]1[CH:7]=[C:6]2[NH:8][C:9](=[O:32])[C:10]3([CH:15]([C:16]4[CH:21]=[CH:20][CH:19]=[C:18]([Cl:22])[CH:17]=4)[CH2:14][C:13](=[O:23])[N:12]([CH3:33])[CH:11]3[C:24]3[CH:29]=[C:28]([F:30])[CH:27]=[CH:26][C:25]=3[CH3:31])[C:5]2=[CH:4][CH:3]=1.[CH3:33][O:34][CH:35]([Si:37]([CH3:40])([CH3:39])[CH3:38])[CH3:36] |f:0.1,2.3,6.7|. Reported procedure: In a manner similar to the method described in example 24c, racemic (2′R,3R,4′S)-6-chloro-4′-(3-chlorophenyl)-2′-(5-fluoro-2-methylphenyl)-2,3-dihydro-2,6′-dioxospiro[indole-3,3′-piperidine]-1-methoxyethyl trimethylsilane (0.3 g, 0.5 mmol) prepared in example 55b was reacted with LiH (0.17 g, 21.4 mmol) (Aldrich) and iodomethane (4 g, 28.2 mmol) in N,N-dimethyl-formamide (40 mL) to give racemic (2′R,3R,4′S)-6-chloro-4′-(3-chlorophenyl)-2′-(5-fluoro-2-methylphenyl)-2,3-dihydro-1′-methyl-2,6′-diox... Reactants: FC=1C=C2CC(NC2=CC1)=O (5-Fluoro-1,3-dihydro-indol-2-one), N1(CCCC1)CCNC(=O)C1=C(NC(=C1C)C=O)C (5-formyl-2,4-dimethyl-1H-pyrrole-3-carboxylic acid (2-pyrrolidin-1-yl-ethyl)-amide). Product: N1(CCCC1)CCNC(=O)C1=C(NC(=C1C)C=C1C(NC2=CC=C(C=C12)F)=O)C (5-(5-fluoro-2-oxo-1,2-dihydro-indol-3-ylidenemethyl)-2,4-dimethyl-1H-pyrrole-3-carboxylic acid (2-pyrrolidin-1-yl-ethyl)-amide). Reaction SMILES: [F:1][C:2]1[CH:3]=[C:4]2[C:8](=[CH:9][CH:10]=1)[NH:7][C:6](=[O:11])[CH2:5]2.[N:12]1([CH2:17][CH2:18][NH:19][C:20]([C:22]2[C:26]([CH3:27])=[C:25]([CH:28]=O)[NH:24][C:23]=2[CH3:30])=[O:21])[CH2:16][CH2:15][CH2:14][CH2:13]1>>[N:12]1([CH2:17][CH2:18][NH:19][C:20]([C:22]2[C:26]([CH3:27])=[C:25]([CH:28]=[C:5]3[C:4]4[C:8](=[CH:9][CH:10]=[C:2]([F:1])[CH:3]=4)[NH:7][C:6]3=[O:11])[NH:24][C:23]=2[CH3:30])=[O:21])[CH2:16][CH2:15][CH2:14][CH2:13]1. Reported procedure: 5-Fluoro-1,3-dihydro-indol-2-one was condensed with 5-formyl-2,4-dimethyl-1H-pyrrole-3-carboxylic acid (2-pyrrolidin-1-yl-ethyl)-amide to give the title compound. The reactants are CCOC(=O)CCCNC(=O)c1ccc(-c2cc3ccccc3o2)cc1, Cl, [Na+], C1CCOC1, [OH-]. Yields the product O=C(O)CCCNC(=O)c1ccc(-c2cc3ccccc3o2)cc1. RXN SMILES: [CH2:1]([CH3:2])[O:3][C:4]([CH2:5][CH2:6][CH2:7][NH:8][C:9](=[O:10])[c:11]1[cH:12][cH:13][c:14](-[c:17]2[o:18][c:19]3[c:20]([cH:21]2)[cH:22][cH:23][cH:24][cH:25]3)[cH:15][cH:16]1)=[O:26].[ClH:29].[Na+:28].[O:30]1[CH2:31][CH2:32][CH2:33][CH2:34]1.[OH-:27]>>[O:3]=[C:4]([CH2:5][CH2:6][CH2:7][NH:8][C:9](=[O:10])[c:11]1[cH:12][cH:13][c:14](-[c:17]2[o:18][c:19]3[c:20]([cH:21]2)[cH:22][cH:23][cH:24][cH:25]3)[cH:15][cH:16]1)[OH:26].